From a dataset of the Open Reaction Database (ORD), a public repository of structured organic reaction records. describe an organic reaction: reactants, conditions, products, and yield Reactants: solution, LiN(Pri)2THF, c-C6H6, [Si](C)(C)(C(C)(C)C)N1C(CC1C1=CC=CC=C1)=O (1-tert-butyldimethylsilyl-4-phenyl-2-azetidinone), BrCC(=C)COC(C1=CC=C(C=C1)OC)=O (3-bromo-2-[(4-methoxybenzoyloxy)methyl]propene). Solvent: C1CCOC1 (THF), C1CCOC1 (THF). Run at time 30 minute. Yields the product [Si](C)(C)(C(C)(C)C)N1C([C@H]([C@@H]1C1=CC=CC=C1)CC(=C)COC(C1=CC=C(C=C1)OC)=O)=O ((3S*,4R*)-1-tert-Butyldimethylsilyl-3-[2-(4-methoxybenzoyloxy)methyl-2-propenyl]4-phenyl-2-azetidinone). The yield is 112.4%. As a reaction SMILES: [Si:1]([N:8]1[CH:11]([C:12]2[CH:17]=[CH:16][CH:15]=[CH:14][CH:13]=2)[CH2:10][C:9]1=[O:18])([C:4]([CH3:7])([CH3:6])[CH3:5])([CH3:3])[CH3:2].Br[CH2:20][C:21]([CH2:23][O:24][C:25](=[O:34])[C:26]1[CH:31]=[CH:30][C:29]([O:32][CH3:33])=[CH:28][CH:27]=1)=[CH2:22]>C1COCC1>[Si:1]([N:8]1[C@@H:11]([C:12]2[CH:17]=[CH:16][CH:15]=[CH:14][CH:13]=2)[C@H:10]([CH2:22][C:21]([CH2:23][O:24][C:25](=[O:34])[C:26]2[CH:27]=[CH:28][C:29]([O:32][CH3:33])=[CH:30][CH:31]=2)=[CH2:20])[C:9]1=[O:18])([C:4]([CH3:7])([CH3:6])[CH3:5])([CH3:3])[CH3:2]. Procedure: Under an atmosphere of N2, a 1.5M solution of LiN(Pri)2THF in c-C6H6 (Aldrich; 43.9 ml, 65.9 mmol) was added dropwise to a stirred solution of 1-tert-butyldimethylsilyl-4-phenyl-2-azetidinone (13.24 g, 50.64 mmol) in dry THF (230 ml) at an inner temperature between -78 and -73 C. After stirring at -78 C for 30 minutes, the reaction mixture became a white slurry. A solution of 3-bromo-2-[(4-methoxybenzoyloxy)methyl]propene (14.69 g, 54.18 mmol) in dry THF (30.0 ml) was added dropwise at an inner ...